Dataset: the Open Reaction Database (ORD), a public repository of structured organic reaction records. Task: describe an organic reaction: reactants, conditions, products, and yield The reactants are Cl.Cl.Cl.N1C=NC(=C1)CN1CCN(CC2=C1C=CC(=C2)C2=NC=CC=C2)C(=O)C2=CC=CC1=CC=CC=C21 (2,3,4,5-Tetrahydro-1-(1H-imidazol-4-ylmethyl)-4-(1-naphthalenylcarbonyl)-7-pyridin-2-yl-1H-1,4-benzodiazepine, trihydrochloride), C(CCC)[Sn](C=1SC=CC1)(CCCC)CCCC (2-(tributylstannyl)thiophene), Cl.Cl.Cl.N1C=NC(=C1)CN1CCN(CC2=C1C=CC(=C2)C2=NC=CC=C2)C(=O)C2=CC=CC1=CC=CC=C21 (2,3,4,5-Tetrahydro-1-(1H-imidazol-4-ylmethyl)-4-(1-naphthalenylcarbonyl)-7-pyridin-2-yl-1H-1,4-benzodiazepine, trihydrochloride). Product: Cl.Cl.N1C=NC(=C1)CN1CCN(CC2=C1C=CC(=C2)C=2SC=CC2)C(=O)C2=CC=CC1=CC=CC=C21 (2,3,4,5-Tetrahydro-1-(1H-imidazol-4-ylmethyl)-4-(1-naphthaleneylcarbonyl)-7-(2-thienyl)-1H-1,4-benzodiazepine, dihydrochloride). Isolated yield 10.0%. Reaction SMILES: [ClH:1].Cl.Cl.[NH:4]1[CH:8]=[C:7]([CH2:9][N:10]2[C:16]3[CH:17]=[CH:18][C:19]([C:21]4[CH:26]=[CH:25][CH:24]=CN=4)=[CH:20][C:15]=3[CH2:14][N:13]([C:27]([C:29]3[C:38]4[C:33](=[CH:34][CH:35]=[CH:36][CH:37]=4)[CH:32]=[CH:31][CH:30]=3)=[O:28])[CH2:12][CH2:11]2)[N:6]=[CH:5]1.C([Sn](CCCC)(CCCC)C1[S:45]C=CC=1)CCC>>[ClH:1].[ClH:1].[NH:4]1[CH:8]=[C:7]([CH2:9][N:10]2[C:16]3[CH:17]=[CH:18][C:19]([C:21]4[S:45][CH:24]=[CH:25][CH:26]=4)=[CH:20][C:15]=3[CH2:14][N:13]([C:27]([C:29]3[C:38]4[C:33](=[CH:34][CH:35]=[CH:36][CH:37]=4)[CH:32]=[CH:31][CH:30]=3)=[O:28])[CH2:12][CH2:11]2)[N:6]=[CH:5]1 |f:0.1.2.3,5.6.7|. Procedure details: Example 39 was prepared as a green solid in 10% yield from Compound A of Example 37 and 2-(tributylstannyl)thiophene as described for Compound B of Example 37. Yields the product NCC(C)(C)C1=CC2=C(N=C(N2)C)C=C1 (5-(2-Aminomethylpropan-2-yl)-2-methylbenzimidazole). Reported procedure: 2.4 g. 5-(2-acetamidomethylpropan-2-yl)-2-methylbenzimidazole (prepared in Example 29) are boiled under reflux for 24 hours in 60 ml. ethanol and 60 ml. concentrated hydrochloric acid. The solvent is then removed in a vacuum, the residue is neutralised with 2N aqueous ammonia solution and the organic phase is dried over anhydrous sodium sulphate. After filtration and evaporation, there is obtained 0.87 g. of the title compound in the form of an oil. Reaction SMILES: C([NH:4][CH2:5][C:6]([C:9]1[CH:18]=[CH:17][C:12]2[N:13]=[C:14]([CH3:16])[NH:15][C:11]=2[CH:10]=1)([CH3:8])[CH3:7])(=O)C.Cl>C(O)C>[NH2:4][CH2:5][C:6]([C:9]1[CH:18]=[CH:17][C:12]2[N:13]=[C:14]([CH3:16])[NH:15][C:11]=2[CH:10]=1)([CH3:8])[CH3:7]. Solvent: C(C)O (ethanol). Reactants: C(C)(=O)NCC(C)(C)C1=CC2=C(N=C(N2)C)C=C1 (5-(2-Acetamidomethylpropan-2-yl)-2-methylbenzimidazole), Cl (hydrochloric acid). The reactants are FC1=CC=C(C=C1)C(=CC1=CC(=C(C(=O)OC)C=C1)C1=CC=CC=C1)CN1C=NC=C1C (methyl 4-[2-(4-fluorophenyl)-3-(5-methylimidazol-1-yl)-prop-1-enyl]-2-phenyl-benzoate), [OH-].[Na+] (NaOH). The solvent is CO (methanol). Yields the product FC1=CC=C(C=C1)C(=CC1=CC(=C(C(=O)O)C=C1)C1=CC=CC=C1)CN1C=NC=C1C (4-[2-(4-fluorophenyl)-3-(5-methylimidazol-1-yl)-prop-1-enyl]-2-phenyl-benzoic acid). As a reaction SMILES: [F:1][C:2]1[CH:7]=[CH:6][C:5]([C:8]([CH2:26][N:27]2[C:31]([CH3:32])=[CH:30][N:29]=[CH:28]2)=[CH:9][C:10]2[CH:19]=[CH:18][C:13]([C:14]([O:16]C)=[O:15])=[C:12]([C:20]3[CH:25]=[CH:24][CH:23]=[CH:22][CH:21]=3)[CH:11]=2)=[CH:4][CH:3]=1.[OH-].[Na+]>CO>[F:1][C:2]1[CH:7]=[CH:6][C:5]([C:8]([CH2:26][N:27]2[C:31]([CH3:32])=[CH:30][N:29]=[CH:28]2)=[CH:9][C:10]2[CH:19]=[CH:18][C:13]([C:14]([OH:16])=[O:15])=[C:12]([C:20]3[CH:25]=[CH:24][CH:23]=[CH:22][CH:21]=3)[CH:11]=2)=[CH:4][CH:3]=1 |f:1.2|. Reported procedure: Product from step F (1.54 g; 3.6 mmol) was heated at reflux in methanol (20 ml) and NaOH 2N, (4.5 ml) for 4 hours. Methanol was then evaporated and the solution acidified to pH 6.5. The resulting solid was filtered and dried to give 4-[2-(4-fluorophenyl)-3-(5-methylimidazol-1-yl)-prop-1-enyl]-2-phenyl-benzoic acid as a yellow powder (1.4 g; 94%). Reactants: Cl (HCl), ClC1=NC2=CC=C(C=C2C(=N1)N(C)C)F ((2-chloro-6-fluoro-quinazolin-4-yl)-dimethylamine), C[Si](C)(C)[N-][Si](C)(C)C.[Li+] (lithium bis(trimethylsilyl)amide), C1(CCCCC1)P(C1=C(C=CC=C1)C1=CC=CC=C1)C1CCCCC1 (2-(dicyclohexyl)phosphinobiphenyl). The reagents and catalysts are C=1C=CC(=CC1)/C=C/C(=O)/C=C/C2=CC=CC=C2.C=1C=CC(=CC1)/C=C/C(=O)/C=C/C2=CC=CC=C2.C=1C=CC(=CC1)/C=C/C(=O)/C=C/C2=CC=CC=C2.[Pd].[Pd] (Pd2(dba)3). Solvent: C1CCOC1 (THF). Reaction conditions: temperature 65 celsius, time 30 minute. The product is FC=1C=C2C(=NC(=NC2=CC1)N)N(C)C (6-Fluoro-N4,N4-dimethylquinazoline-2,4-diamine). Isolated yield 8818.2%. Reaction SMILES: Cl[C:2]1[N:11]=[C:10]([N:12]([CH3:14])[CH3:13])[C:9]2[C:4](=[CH:5][CH:6]=[C:7]([F:15])[CH:8]=2)[N:3]=1.C[Si]([N-:20][Si](C)(C)C)(C)C.[Li+].C1(P(C2CCCCC2)C2C=CC=CC=2C2C=CC=CC=2)CCCCC1.Cl>C1C=CC(/C=C/C(/C=C/C2C=CC=CC=2)=O)=CC=1.C1C=CC(/C=C/C(/C=C/C2C=CC=CC=2)=O)=CC=1.C1C=CC(/C=C/C(/C=C/C2C=CC=CC=2)=O)=CC=1.[Pd].[Pd].C1COCC1>[F:15][C:7]1[CH:8]=[C:9]2[C:4](=[CH:5][CH:6]=1)[N:3]=[C:2]([NH2:20])[N:11]=[C:10]2[N:12]([CH3:14])[CH3:13] |f:1.2,5.6.7.8.9|. Procedure: A stirring mixture of (2-chloro-6-fluoro-quinazolin-4-yl)-dimethylamine (50 mg, 0.22 mmol), lithium bis(trimethylsilyl)amide (260 μL, 0.26 mmol, 1.0 M in hexanes), Pd2(dba)3 (20 mg, 0.022 mmol), 2-(dicyclohexyl)phosphinobiphenyl (19 mg, 0.053 mmol), and THF (1.0 mL) was heated in a sealed tube via microwave irradiation at 65° C. for 1.5 hours. 1.0 N aqueous HCl solution (3.0 mL) was added and the mixture was stirred at room temperature for 30 minutes. The mixture was partitioned between H2O and ...